Dataset: the Open Reaction Database (ORD), a public repository of structured organic reaction records. Task: describe an organic reaction: reactants, conditions, products, and yield Reactants: OC(C(=O)O)(C(=O)N[C@H]1C2=C(C3=C(N(C1=O)CCOC)C=CC=C3)C=CC=C2)C (2-hydroxy-N—[(S)-5-(2-methoxy-ethyl)-6-oxo-6,7-dihydro-5H-dibenzo[b,d]azepin-7-yl]-2-methyl-malonamic acid), FC(CN)(C(F)(F)F)F (2,2,3,3,3-pentafluoropropylamine), solid. Yields the product OC(C(=O)N[C@H]1C2=C(C3=C(N(C1=O)CCOC)C=CC=C3)C=CC=C2)(C(=O)NCC(C(F)(F)F)(F)F)C (2-Hydroxy-N—[(S)-5-(2-methoxy-ethyl)-6-oxo-6,7-dihydro-5H-dibenzo[b,d]azepin-7-yl]-2-methyl-N′-(2,2,3,3,3-pentafluoro-propyl)-malonamide). Reaction SMILES: [OH:1][C:2]([CH3:29])([C:6]([NH:8][C@@H:9]1[C:15](=[O:16])[N:14]([CH2:17][CH2:18][O:19][CH3:20])[C:13]2[CH:21]=[CH:22][CH:23]=[CH:24][C:12]=2[C:11]2[CH:25]=[CH:26][CH:27]=[CH:28][C:10]1=2)=[O:7])[C:3]([OH:5])=O.[F:30][C:31]([F:38])([C:34]([F:37])([F:36])[F:35])[CH2:32][NH2:33]>>[OH:1][C:2]([CH3:29])([C:3]([NH:33][CH2:32][C:31]([F:38])([F:30])[C:34]([F:37])([F:36])[F:35])=[O:5])[C:6]([NH:8][C@@H:9]1[C:15](=[O:16])[N:14]([CH2:17][CH2:18][O:19][CH3:20])[C:13]2[CH:21]=[CH:22][CH:23]=[CH:24][C:12]=2[C:11]2[CH:25]=[CH:26][CH:27]=[CH:28][C:10]1=2)=[O:7]. Procedure: Using 2-hydroxy-N—[(S)-5-(2-methoxy-ethyl)-6-oxo-6,7-dihydro-5H-dibenzo[b,d]azepin-7-yl]-2-methyl-malonamic acid and 2,2,3,3,3-pentafluoropropylamine, the title compound was prepared in the same manner as described for example 1c. White solid (78%). MS: m/e=530(M+H+). Starting materials: ClC=1C=C(C=CC1F)Br (3-chloro-4-fluoro-bromobenzene), [OH-].[Na+] (NaOH), N1C(C2(C3=CC=CC=C13)CCCC2B(O)O)=O ((spiro[cyclopentane-1,3′-[3H]indol]-2′(1′H)-one-5-yl) boronic acid), C([O-])([O-])=O.[Na+].[Na+] (sodium carbonate). Reagents/catalysts: C=1C=CC(=CC1)[P](C=2C=CC=CC2)(C=3C=CC=CC3)[Pd]([P](C=4C=CC=CC4)(C=5C=CC=CC5)C=6C=CC=CC6)([P](C=7C=CC=CC7)(C=8C=CC=CC8)C=9C=CC=CC9)[P](C=1C=CC=CC1)(C=1C=CC=CC1)C=1C=CC=CC1 (tetrakis(triphenylphosphine)palladium(0)). Solvent: COCCOC (ethylene glycol dimethyl ether), O (water). Product: ClC=1C=C(C=CC1F)C=1C=C2C3(C(NC2=CC1)=O)CCCC3 (5′-(3-Chloro-4-fluorophenyl)-spiro[cyclopentane-1,3′-[3H]indol]-2′(1′H)-one). The yield is 66.4%. RXN SMILES: [Cl:1][C:2]1[CH:3]=[C:4](Br)[CH:5]=[CH:6][C:7]=1[F:8].[NH:10]1[C:18]2[C:13](=[CH:14][CH:15]=[CH:16][CH:17]=2)[C:12]2([CH:22](B(O)O)[CH2:21][CH2:20][CH2:19]2)[C:11]1=[O:26].C(=O)([O-])[O-].[Na+].[Na+].[OH-].[Na+]>COCCOC.O.C1C=CC([P]([Pd]([P](C2C=CC=CC=2)(C2C=CC=CC=2)C2C=CC=CC=2)([P](C2C=CC=CC=2)(C2C=CC=CC=2)C2C=CC=CC=2)[P](C2C=CC=CC=2)(C2C=CC=CC=2)C2C=CC=CC=2)(C2C=CC=CC=2)C2C=CC=CC=2)=CC=1>[Cl:1][C:2]1[CH:3]=[C:4]([C:15]2[CH:14]=[C:13]3[C:18](=[CH:17][CH:16]=2)[NH:10][C:11](=[O:26])[C:12]23[CH2:22][CH2:21][CH2:20][CH2:19]2)[CH:5]=[CH:6][C:7]=1[F:8] |f:2.3.4,5.6,^1:45,47,66,85|. Reported procedure: A solution of 3-chloro-4-fluoro-bromobenzene (0.4 cm3, 0.66 g, 3.1 mmol), and tetrakis(triphenylphosphine)palladium(0) (0.2 g) in ethylene glycol dimethyl ether (20 cm3) was stirred under N2 for 20 minutes. To this mixture was then added (spiro[cyclopentane-1,3′-[3H]indol]-2′(1′H)-one-5-yl) boronic acid (1.0 g, 4.7 mmol) and sodium carbonate (1.0 g, 9.4 mmol) in water (5 cm3). The solution was brought to reflux for 18 hours and then cooled to room temperature, poured into 2N NaOH and extracted w...